From a dataset of the Open Reaction Database (ORD), a public repository of structured organic reaction records. describe an organic reaction: reactants, conditions, products, and yield Reactants: final suspension, [Li]CCCC (BuLi), CCCCCC (hexane), Cl[Si](C)(C)C (chlorotrimethylsilane), Li, Cl[Si](C)(C)C (chlorotrimethylsilane), CC=1C(C2=CC=CC=C2C1)CC1C(=CC2=CC=CC=C12)C (bis(2-methyl-1-indenyl)methane). Solvent: CCOCC (Et2O), CCOCC (Et2O), CCOCC (Et2O), CCOCC (Et2O). Reaction conditions: temperature -50 celsius. The product is CC=1C(C2=CC=CC=C2C1[Si](C)(C)C)CC1C(=C(C2=CC=CC=C12)[Si](C)(C)C)C (bis(2-methyl-3-trimethylsilyl-1-indenyl)methane). Yield: 96.8%. RXN SMILES: [CH3:1][C:2]1[CH:3]([CH2:11][CH:12]2[C:20]3[C:15](=[CH:16][CH:17]=[CH:18][CH:19]=3)[CH:14]=[C:13]2[CH3:21])[C:4]2[C:9]([CH:10]=1)=[CH:8][CH:7]=[CH:6][CH:5]=2.[Li]CCCC.CCCCCC.Cl[Si:34]([CH3:37])([CH3:36])[CH3:35]>CCOCC>[CH3:21][C:13]1[CH:12]([CH2:11][CH:3]2[C:4]3[C:9](=[CH:8][CH:7]=[CH:6][CH:5]=3)[C:10]([Si:34]([CH3:37])([CH3:36])[CH3:35])=[C:2]2[CH3:1])[C:20]2[C:15]([C:14]=1[Si:34]([CH3:37])([CH3:36])[CH3:35])=[CH:16][CH:17]=[CH:18][CH:19]=2. Procedure: 6.32 g of bis(2-methyl-1-indenyl)methane (23.2 mmol) were dissolved in 70 ml Et2O in a 250 ml Schlenk tube, and the white suspension was cooled to −50° C. 19.5 ml of 2.5 M BuLi in hexane (48.8 mmol) were added dropwise over 20 minutes under stirring. The suspension was allowed to warm to room temperature and stirred for 3 hours. The final suspension was light yellow. 6.2 ml of chlorotrimethylsilane (48.8 mmol) were dissolved in 50 ml Et2O. The two mixtures were both cooled to −50° C. and the Li ... The reactants are O=C([O-])[O-], Cc1cn(Cc2ccccc2)c(=O)n(CCCBr)c1=O, CC#N, ClCCl, Cl, Fc1ccc(C2CCNCC2)cc1, [I-], [K+], [K+], [Na+], O. The product is Cc1cn(Cc2ccccc2)c(=O)n(CCCN2CCC(c3ccc(F)cc3)CC2)c1=O. RXN SMILES: [C:37](=[O:38])([O-:39])[O-:40].[CH2:15]([c:16]1[cH:17][cH:18][cH:19][cH:20][cH:21]1)[n:22]1[c:23](=[O:34])[n:24]([CH2:30][CH2:31][CH2:32][Br:33])[c:25](=[O:29])[c:26]([CH3:28])[cH:27]1.[CH3:43][C:44]#[N:45].[Cl:46][CH2:47][Cl:48].[ClH:1].[F:2][c:3]1[cH:4][cH:5][c:6]([CH:9]2[CH2:10][CH2:11][NH:12][CH2:13][CH2:14]2)[cH:7][cH:8]1.[I-:36].[K+:41].[K+:42].[Na+:35].[OH2:49]>>[F:2][c:3]1[cH:4][cH:5][c:6]([CH:9]2[CH2:10][CH2:11][N:12]([CH2:32][CH2:31][CH2:30][n:24]3[c:23](=[O:34])[n:22]([CH2:15][c:16]4[cH:17][cH:18][cH:19][cH:20][cH:21]4)[cH:27][c:26]([CH3:28])[c:25]3=[O:29])[CH2:13][CH2:14]2)[cH:7][cH:8]1. The reactants are Cl (HCl), C(C)(C)(C)C1CCC(CC1)C(=O)O (4-tert-butylcyclohexancarboxilic acid), [H-].[H-].[H-].[H-].[Li+].[Al+3] (LiAlH4), P(Br)(Br)Br (PBr3), C(=O)(O)[O-].[Na+] (NaHCO3). Run in CCOCC (ether), CCOCC (ether), C1CCOC1 (THF), C1CCOC1 (THF). Yields the product C(C)(C)(C)C1C=CC(CC1)CBr (4-tert-butyl-cyclohex-2-enylmethyl bromide), residue. Conditions: temperature -70 celsius. RXN SMILES: [C:1]([CH:5]1[CH2:10][CH2:9][CH:8]([C:11](O)=O)[CH2:7][CH2:6]1)([CH3:4])([CH3:3])[CH3:2].[H-].[H-].[H-].[H-].[Li+].[Al+3].Cl.P(Br)(Br)[Br:22].C([O-])(O)=O.[Na+]>C1COCC1.CCOCC>[C:1]([CH:5]1[CH2:10][CH2:9][CH:8]([CH2:11][Br:22])[CH:7]=[CH:6]1)([CH3:4])([CH3:3])[CH3:2] |f:1.2.3.4.5.6,9.10|. Reported procedure: 4-tert-butylcyclohexancarboxilic acid (2.76 g, 0.015 mol), cis/trans mixture 1:1, in anhydrous THF (10 cm3) was added dropwise to a stirred suspension of LiAlH4 (1.14 g, 0.030 mol) in anhydrous THF (10 cm3), under atmosphere of nitrogen. After 2 h at room temperature the solution was thinned with ether and, under stirring, HCl (10% b.w.) was slowly added dropwise till acidic pH. The two layer were separated and the organic one was washed, then added with Na2SO4 and thoroughly dried under reduced... Yield: 31.7%. The reactants are NC1=C2C=CN(C(C2=CC=C1)=O)[C@@H](COC(C)=O)C (Acetic acid (R)-2-(5-amino-1-oxo-1H-isoquinolin-2-yl)-propyl ester), N(=O)[O-].[Na+] (sodium nitrite), CS(=O)C (dimethyl sulfoxide), I (hydrogen iodide), CS(=O)C (dimethyl sulfoxide), C(=O)([O-])[O-].[Na+].[Na+] (Na2CO3). Run at time 1 hour. Yields the product IC1=C2C=CN(C(C2=CC=C1)=O)[C@@H](COC(C)=O)C (Acetic acid (R)-2-(5-iodo-1-oxo-1H-isoquinolin-2-yl)-propyl ester). Reaction SMILES: N[C:2]1[CH:11]=[CH:10][CH:9]=[C:8]2[C:3]=1[CH:4]=[CH:5][N:6]([C@H:13]([CH3:19])[CH2:14][O:15][C:16](=[O:18])[CH3:17])[C:7]2=[O:12].N([O-])=O.[Na+].CS(C)=O.[IH:28].C([O-])([O-])=O.[Na+].[Na+]>>[I:28][C:2]1[CH:11]=[CH:10][CH:9]=[C:8]2[C:3]=1[CH:4]=[CH:5][N:6]([C@H:13]([CH3:19])[CH2:14][O:15][C:16](=[O:18])[CH3:17])[C:7]2=[O:12] |f:1.2,5.6.7|. Procedure: Acetic acid (R)-2-(5-amino-1-oxo-1H-isoquinolin-2-yl)-propyl ester (790 mg, 0.0030 mol) was added to a solution of sodium nitrite (800 mg, 0.01 mol) in dimethyl sulfoxide (10 mL, 0.1 mol) at room temperature. Aqueous hydrogen iodide (4 mL, 0.03 mol) in dimethyl sulfoxide (10 mL, 0.1 mol) was added. The reaction mixture was stirred at room temperature for 1 hour. The cooled reaction mixture was neutralized with saturated aq. Na2CO3 and extracted with methylene chloride (3×100 mL). The combined me... The reactants are C1(CCCCC1)N(C(NC=1SC(=CN1)SCC(=O)O)=O)CCC1=CC=CC=C1 ([2-(3-cyclohexyl-3-phenethyl-ureido)-thiazol-5-ylsulfanyl]-acetic acid), C(CC(C)C)=O (isovaleraldehyde), C(C)OC[C@@H]1CC[C@H](CC1)N (trans-4-ethoxymethyl-cyclohexylamine), COCC1CCC(CC1)N(C(NC=1SC(=CN1)SCC(=O)O)=O)CCC(C)C ({2-[3-(4-methoxymethyl-cyclohexyl)-3-(3-methyl-butyl)-ureido]-thiazol-5-ylsulfanyl}-acetic acid), C(C)OC(CSC1=CN=C(S1)N)=O ((2-amino-thiazol-5-ylsulfanyl)-acetic acid ethyl ester). The product is C(C)OC[C@@H]1CC[C@H](CC1)N(C(NC=1SC(=CN1)SCC(=O)O)=O)CCC(C)C ({2-[3-(trans-4-Ethoxymethyl-cyclohexyl)-3-(3-methyl-butyl)-ureido]-thiazol-5-ylsulfanyl}-acetic acid). As a reaction SMILES: [CH:1]1([N:7]([CH2:21][CH2:22][C:23]2[CH:28]=CC=C[CH:24]=2)[C:8](=[O:20])[NH:9][C:10]2[S:11][C:12]([S:15][CH2:16][C:17]([OH:19])=[O:18])=[CH:13][N:14]=2)[CH2:6][CH2:5][CH2:4][CH2:3][CH2:2]1.C(=O)CC(C)C.[CH2:35]([O:37][CH2:38][C@H]1CC[C@H](N)CC1)[CH3:36].COCC1CCC(N(CCC(C)C)C(=O)NC2SC(SCC(O)=O)=CN=2)CC1.C(OC(=O)CSC1SC(N)=NC=1)C>>[CH2:35]([O:37][CH2:38][C@H:4]1[CH2:3][CH2:2][C@H:1]([N:7]([CH2:21][CH2:22][CH:23]([CH3:24])[CH3:28])[C:8](=[O:20])[NH:9][C:10]2[S:11][C:12]([S:15][CH2:16][C:17]([OH:19])=[O:18])=[CH:13][N:14]=2)[CH2:6][CH2:5]1)[CH3:36]. Reported procedure: Prepared as described for the synthesis of [2-(3-cyclohexyl-3-phenethyl-ureido)-thiazol-5-ylsulfanyl]-acetic acid using isovaleraldehyde, trans-4-ethoxymethyl-cyclohexylamine (prepared in accordance with the general method given for the preparation of {2-[3-(4-methoxymethyl-cyclohexyl)-3-(3-methyl-butyl)-ureido]-thiazol-5-ylsulfanyl}-acetic acid) and (2-amino-thiazol-5-ylsulfanyl)-acetic acid ethyl ester.